The task is: describe an organic reaction: reactants, conditions, products, and yield. This data is from the Open Reaction Database (ORD), a public repository of structured organic reaction records. Starting materials: CC(=O)OC(C)=O, CC(=O)Cl, [Na+], O=C([O-])O, Cc1c2ccncc2c(C)c2c1[nH]c1ccc(O)cc12. Product: CC(=O)Oc1ccc2[nH]c3c(C)c4ccncc4c(C)c3c2c1. RXN SMILES: [CH3:26][C:27](=[O:28])[O:29][C:30](=[O:31])[CH3:32].[CH3:33][C:34](=[O:35])[Cl:36].[Na+:25].[O-:21][C:22]([OH:23])=[O:24].[OH:1][c:2]1[cH:3][c:4]2[c:5]3[c:6]([CH3:20])[c:7]4[c:8]([c:9]([CH3:15])[c:10]3[nH:11][c:12]2[cH:13][cH:14]1)[cH:16][cH:17][n:18][cH:19]4>>[O:1]([c:2]1[cH:3][c:4]2[c:5]3[c:6]([CH3:20])[c:7]4[c:8]([c:9]([CH3:15])[c:10]3[nH:11][c:12]2[cH:13][cH:14]1)[cH:16][cH:17][n:18][cH:19]4)[C:27]([CH3:26])=[O:28]. RXN SMILES: [CH3:1][c:2]1[nH:3][c:4]2[c:5]([n:6]1)[cH:7][cH:8][cH:9][cH:10]2.[Cl:11][c:12]1[n:13][c:14]([N:35]2[CH2:36][CH2:37][O:38][CH2:39][CH2:40]2)[c:15]2[n:16][c:17]([CH2:22][N:23]3[CH2:24][CH2:25][N:26]([CH:29]([CH2:30][OH:31])[CH:32]([CH3:33])[CH3:34])[CH2:27][CH2:28]3)[n:18]([CH3:21])[c:19]2[n:20]1>>[CH3:1][c:2]1[n:3](-[c:12]2[n:13][c:14]([N:35]3[CH2:36][CH2:37][O:38][CH2:39][CH2:40]3)[c:15]3[n:16][c:17]([CH2:22][N:23]4[CH2:24][CH2:25][N:26]([CH:29]([CH2:30][OH:31])[CH:32]([CH3:33])[CH3:34])[CH2:27][CH2:28]4)[n:18]([CH3:21])[c:19]3[n:20]2)[c:4]2[c:5]([n:6]1)[cH:7][cH:8][cH:9][cH:10]2. The reactants are Cc1nc2ccccc2[nH]1, CC(C)C(CO)N1CCN(Cc2nc3c(N4CCOCC4)nc(Cl)nc3n2C)CC1. Product: Cc1nc2ccccc2n1-c1nc(N2CCOCC2)c2nc(CN3CCN(C(CO)C(C)C)CC3)n(C)c2n1. The reactants are NC1=C2C=CN(C2=CC=C1)CC(=O)OCC (ethyl (4-amino-1H-indol-1-yl)acetate), ClCCN1C(C=CC(=C1)C(C1=CC=CC=C1)C1=CC=CC=C1)=O (1-(2-chloroethyl)-5-(diphenylmethyl)-2(1H)-pyridinone), O (water). Run in CCO (EtOH). Run at temperature 50 celsius, time 24 hour. Yields the product C1(=CC=CC=C1)C(C=1C=CC(N(C1)CCNC1=C2C=CN(C2=CC=C1)CC(=O)OCC)=O)C1=CC=CC=C1 (ethyl [4-({2-[5-(diphenylmethyl)-2-oxo-1(2H)-pyridinyl]ethyl}amino)-1H-indol-1-yl]acetate). Isolated yield 41.2%. RXN SMILES: [NH2:1][C:2]1[CH:10]=[CH:9][CH:8]=[C:7]2[C:3]=1[CH:4]=[CH:5][N:6]2[CH2:11][C:12]([O:14][CH2:15][CH3:16])=[O:13].Cl[CH2:18][CH2:19][N:20]1[CH:25]=[C:24]([CH:26]([C:33]2[CH:38]=[CH:37][CH:36]=[CH:35][CH:34]=2)[C:27]2[CH:32]=[CH:31][CH:30]=[CH:29][CH:28]=2)[CH:23]=[CH:22][C:21]1=[O:39].O>CCO>[C:27]1([CH:26]([C:33]2[CH:38]=[CH:37][CH:36]=[CH:35][CH:34]=2)[C:24]2[CH:23]=[CH:22][C:21](=[O:39])[N:20]([CH2:19][CH2:18][NH:1][C:2]3[CH:10]=[CH:9][CH:8]=[C:7]4[C:3]=3[CH:4]=[CH:5][N:6]4[CH2:11][C:12]([O:14][CH2:15][CH3:16])=[O:13])[CH:25]=2)[CH:28]=[CH:29][CH:30]=[CH:31][CH:32]=1. Reported procedure: To a stirring solution of ethyl (4-amino-1H-indol-1-yl)acetate (94 mg) in EtOH (7 mL) was added 1-(2-chloroethyl)-5-(diphenylmethyl)-2(1H)-pyridinone (70 mg) at ambient temperature. The reaction mixture was warmed to 50° C. After 24 hours, to the mixture was added water and the resulting mixture was extracted with EtOAc. The organic layer was washed with brine, dried over anhydrous sodium sulfate and evaporated in vacuo. The residue was purified by preparative thin-layer chromatography (chlorofo...